Dataset: the Open Reaction Database (ORD), a public repository of structured organic reaction records. Task: describe an organic reaction: reactants, conditions, products, and yield The reactants are CCOCC, Nc1n[nH]c2ccccc12, O=C1OC(=O)c2ccccc21, C1COCCO1, O. Yields the product O=C1c2ccccc2C(=O)N1c1n[nH]c2ccccc12. RXN SMILES: [CH3:28][CH2:29][O:30][CH2:31][CH3:32].[NH2:7][c:8]1[n:9][nH:10][c:11]2[cH:12][cH:13][cH:14][cH:15][c:16]12.[O:17]=[C:18]1[O:19][C:20](=[O:21])[c:22]2[cH:23][cH:24][cH:25][cH:26][c:27]21.[O:1]1[CH2:2][CH2:3][O:4][CH2:5][CH2:6]1.[OH2:33]>>[N:7]1([c:8]2[n:9][nH:10][c:11]3[cH:12][cH:13][cH:14][cH:15][c:16]23)[C:18](=[O:17])[c:27]2[c:22]([cH:23][cH:24][cH:25][cH:26]2)[C:20]1=[O:19]. The reactants are ClC=1C=CC(=C(C1)NCC(=O)O)[N+](=O)[O-] (N-(5-chloro-2-nitrophenyl)glycine). Reagents/catalysts: [Ni] (Raney nickel). Run in C(C)O (ethanol). Product: NC1=C(C=C(C=C1)Cl)NCC(=O)O (N-(2-Amino-5-chlorophenyl)glycine). The yield is 91.9%. RXN SMILES: [Cl:1][C:2]1[CH:3]=[CH:4][C:5]([N+:13]([O-])=O)=[C:6]([NH:8][CH2:9][C:10]([OH:12])=[O:11])[CH:7]=1>C(O)C.[Ni]>[NH2:13][C:5]1[CH:4]=[CH:3][C:2]([Cl:1])=[CH:7][C:6]=1[NH:8][CH2:9][C:10]([OH:12])=[O:11]. Procedure: 19.5 g (84.6 mmol) of N-(5-chloro-2-nitrophenyl)glycine were dissolved in 250 ml of ethanol and, after addition of 5 g of Raney nickel, hydrogenated under 1 bar at 45°-50° C. The mixture was then filtered, and the filtrate was evaporated under reduced pressure to yield 15.6 g (93%) of the product. Procedure details: Acetophenone (30 grams; 0.25 mol), methylbenzoate (130 grams, 1.0 mol), sodium methoxide (17.3 grams; 0.32 mol) and xylene (350 ml) were placed into a four necked round bottom one liter flask, equipped with stirrer, nitrogen addition adapter, thermometer and Oldershaw column connected with a distillation head and a trap. The solution was heated under a blanket of nitrogen to a temperature of about 130° C. At about 130° C., the mixture of xylene and methanol begins to come off the reaction mixtur... Conditions: temperature 130 celsius. Solvent: CO (methanol), C=1(C(=CC=CC1)C)C (xylene), C=1(C(=CC=CC1)C)C (xylene), O (water). As a reaction SMILES: [C:1]([C:4]1[CH:9]=[CH:8][CH:7]=[CH:6][CH:5]=1)(=[O:3])[CH3:2].C[O:11][C:12](=O)[C:13]1[CH:18]=[CH:17][CH:16]=[CH:15][CH:14]=1.C[O-].[Na+].S(=O)(=O)(O)O>O.CO.C1(C)C(C)=CC=CC=1>[C:1]([CH2:2][C:12](=[O:11])[C:13]1[CH:18]=[CH:17][CH:16]=[CH:15][CH:14]=1)(=[O:3])[C:4]1[CH:9]=[CH:8][CH:7]=[CH:6][CH:5]=1 |f:2.3|. Yields the product C(C1=CC=CC=C1)(=O)CC(C1=CC=CC=C1)=O (Dibenzoylmethane). Starting materials: C(C)(=O)C1=CC=CC=C1 (Acetophenone), COC(C1=CC=CC=C1)=O (methylbenzoate), C[O-].[Na+] (sodium methoxide), S(O)(O)(=O)=O (sulfuric acid). Reactants: O (water), crude product, solution, C(CCC)[Li] (butyllithium), FC1=C(C=C(C=O)C=C1)OC1=CC=CC=C1 (4-fluoro-3-phenoxy-benzaldehyde), 1-[4-fluoro-3-phenoxy-phenyl]-4-[p-ethoxyphenyl]-4-methyl-pent-1-in-1-ol, ketone, C(C)OC1=CC=C(C=C1)C(C#C)(C)C (3-[p-ethoxyphenyl]-3-methyl-1-butine). Run in ClCCl (dichloromethane), CCCCCC (hexane), O1CCCC1 (tetrahydrofuran), O1CCCC1 (tetrahydrofuran). Run at time 3 hour. Product: FC1=C(C=C(C=C1)CCCC(C)(C)C1=CC=C(C=C1)OCC)OC1=CC=CC=C1 (1-[4-fluoro-3-phenoxy-phenyl]-4-[p-ethoxyphenyl]-4-methyl-pentane). Isolated yield 76.4%. RXN SMILES: C([Li])CCC.[CH2:6]([O:8][C:9]1[CH:14]=[CH:13][C:12]([C:15]([CH3:19])([CH3:18])[C:16]#[CH:17])=[CH:11][CH:10]=1)[CH3:7].[F:20][C:21]1[CH:28]=[CH:27][C:24]([CH:25]=O)=[CH:23][C:22]=1[O:29][C:30]1[CH:35]=[CH:34][CH:33]=[CH:32][CH:31]=1.O>CCCCCC.O1CCCC1.ClCCl>[F:20][C:21]1[CH:28]=[CH:27][C:24]([CH2:25][CH2:17][CH2:16][C:15]([C:12]2[CH:13]=[CH:14][C:9]([O:8][CH2:6][CH3:7])=[CH:10][CH:11]=2)([CH3:18])[CH3:19])=[CH:23][C:22]=1[O:29][C:30]1[CH:31]=[CH:32][CH:33]=[CH:34][CH:35]=1. Procedure details: 0.01 mol of a solution of butyllithium in hexane is added at -30° C. with stirring to 1.9 g (0.01 mol) of 3-[p-ethoxyphenyl]-3-methyl-1-butine in 10 ml of absolute tetrahydrofuran. After stirring for 3 hours, a solution of 2.2 g (0.01 mol) of 4-fluoro-3-phenoxy-benzaldehyde in 10 ml of tetrahydrofuran is added to the reaction mixture. The reaction mixture is warmed to room temperature and, after stirring at this temperature for 5 hours, water and dichloromethane (100 ml each) are added. The orga... Starting materials: CO, O=C(O)C1CC(Oc2ccc(F)cc2)CN1, O=S(Cl)Cl. The product is Cl, O=C(O)C1CC(Oc2ccc(F)cc2)CN1. RXN SMILES: [CH3:21][OH:22].[F:1][c:2]1[cH:3][cH:4][c:5]([O:6][CH:7]2[CH2:8][CH:9]([C:12](=[O:13])[OH:14])[NH:10][CH2:11]2)[cH:15][cH:16]1.[S:17]([Cl:18])([Cl:19])=[O:20]>>[ClH:19].[F:1][c:2]1[cH:3][cH:4][c:5]([O:6][CH:7]2[CH2:8][CH:9]([C:12](=[O:13])[OH:14])[NH:10][CH2:11]2)[cH:15][cH:16]1. Reactants: O=C([O-])O, ClC(Cl)Cl, O=C(Cl)OCc1ccccc1, O=[N+]([O-])c1ccc(O)cc1, CCOP(=O)(Cc1ccc(N)cc1)OCC, [Na+], c1ccncc1. Product: CCO[PH](=O)Oc1ccc([N+](=O)[O-])cc1. Reaction SMILES: [C:44](=[O:45])([OH:46])[O-:47].[CH:49]([Cl:50])([Cl:51])[Cl:52].[Cl:17][C:18]([O:19][CH2:20][c:21]1[cH:22][cH:23][cH:24][cH:25][cH:26]1)=[O:27].[N+:34](=[O:35])([O-:36])[c:37]1[cH:38][cH:39][c:40]([OH:43])[cH:41][cH:42]1.[NH2:1][c:2]1[cH:3][cH:4][c:5]([CH2:6][P:7]([O:8][CH2:9][CH3:10])([O:11][CH2:13][CH3:14])=[O:12])[cH:15][cH:16]1.[Na+:48].[cH:28]1[cH:29][cH:30][n:31][cH:32][cH:33]1>>[PH:7]([O:8][CH2:9][CH3:10])(=[O:11])[O:43][c:40]1[cH:39][cH:38][c:37]([N+:34](=[O:35])[O-:36])[cH:42][cH:41]1.